This data is from the Open Reaction Database (ORD), a public repository of structured organic reaction records. The task is: describe an organic reaction: reactants, conditions, products, and yield Reactants: O=C(Cl)CCCCl, Nc1n[nH]c2cc(Cl)ccc12, c1ccncc1. Product: O=C(CCCCl)Nc1n[nH]c2cc(Cl)ccc12. RXN SMILES: [Cl:1][CH2:2][CH2:3][CH2:4][C:5](=[O:6])[Cl:7].[Cl:8][c:9]1[cH:10][cH:11][c:12]2[c:13]([NH2:18])[n:14][nH:15][c:16]2[cH:17]1.[cH:19]1[cH:20][cH:21][n:22][cH:23][cH:24]1>>[Cl:1][CH2:2][CH2:3][CH2:4][C:5](=[O:6])[NH:18][c:13]1[c:12]2[cH:11][cH:10][c:9]([Cl:8])[cH:17][c:16]2[nH:15][n:14]1. Reactants: O=C(C=CC1=CC=C(C(=O)O)C=C1)C1=CC=CC=C1 (4-(3-Oxo-3-phenyl-propenyl)-benzoic acid). The reagents and catalysts are [Ni] (Raney nickel). Solvent: C(C)O (ethanol). Reaction conditions: time 1.5 hour. Product: O=C(CCC1=CC=C(C(=O)O)C=C1)C1=CC=CC=C1 (4-(3-Oxo-3-phenyl-propyl)-benzoic acid). Isolated yield 59.9%. Reaction SMILES: [O:1]=[C:2]([C:14]1[CH:19]=[CH:18][CH:17]=[CH:16][CH:15]=1)[CH:3]=[CH:4][C:5]1[CH:13]=[CH:12][C:8]([C:9]([OH:11])=[O:10])=[CH:7][CH:6]=1>[Ni].C(O)C>[O:1]=[C:2]([C:14]1[CH:19]=[CH:18][CH:17]=[CH:16][CH:15]=1)[CH2:3][CH2:4][C:5]1[CH:13]=[CH:12][C:8]([C:9]([OH:11])=[O:10])=[CH:7][CH:6]=1. Reported procedure: 4-(3-Oxo-3-phenyl-propenyl)-benzoic acid (7.64 g, 30 mmol) is combined with Raney nickel (2 g) in ethanol (140 mL). The mixture is hydrogenated at room temperature and 50 psi for 1.5 h. The reaction is filtered evaporated in vacuo. The resulting residue is recrystallized from ethyl acetate to obtain 4.57 g (59%) of the titled compound. m.p.=145-147° C.; Anal. Calcd for C16H14O3: C, 75.58; H, 5.55. Found: C, 75.60; H, 5.32. Starting materials: Clc1ncnc2c1CN(Cc1ccccc1)CC2, CC#N, Nc1ccccc1. Product: c1ccc(CN2CCc3ncnc(Nc4ccccc4)c3C2)cc1. As a reaction SMILES: [CH2:1]([c:2]1[cH:3][cH:4][cH:5][cH:6][cH:7]1)[N:8]1[CH2:9][c:10]2[c:11]([n:12][cH:13][n:14][c:15]2[Cl:16])[CH2:17][CH2:18]1.[CH3:26][C:27]#[N:28].[NH2:19][c:20]1[cH:21][cH:22][cH:23][cH:24][cH:25]1>>[CH2:1]([c:2]1[cH:3][cH:4][cH:5][cH:6][cH:7]1)[N:8]1[CH2:9][c:10]2[c:11]([n:12][cH:13][n:14][c:15]2[NH:19][c:20]2[cH:21][cH:22][cH:23][cH:24][cH:25]2)[CH2:17][CH2:18]1. Reactants: [H-].[Na+] (Sodium hydride), OC1(CCN(CC1)C(=O)OC(C)(C)C)C (tert-butyl 4-hydroxy-4-methylpiperidine-1-carboxylate), CI (Methyl iodide). Run in O (water), [Cl-].[Na+].O (brine), CN(C=O)C (N,N-dimethylformamide). Reaction conditions: temperature 25 celsius, time 20 minute. Product: COC1(CCN(CC1)C(=O)OC(C)(C)C)C (tert-butyl 4-methoxy-4-methylpiperidine-1-carboxylate). As a reaction SMILES: [H-].[Na+].[OH:3][C:4]1([CH3:17])[CH2:9][CH2:8][N:7]([C:10]([O:12][C:13]([CH3:16])([CH3:15])[CH3:14])=[O:11])[CH2:6][CH2:5]1.[CH3:18]I>CN(C)C=O.O.[Cl-].[Na+].O>[CH3:18][O:3][C:4]1([CH3:17])[CH2:5][CH2:6][N:7]([C:10]([O:12][C:13]([CH3:16])([CH3:15])[CH3:14])=[O:11])[CH2:8][CH2:9]1 |f:0.1,6.7.8|. Reported procedure: Sodium hydride (60% dispersion on mineral oil) (198 mg, 4.95 mmol) was added portionwise to tert-butyl 4-hydroxy-4-methylpiperidine-1-carboxylate (21) (710 mg, 3.30 mmol) in N,N-dimethylformamide (12 mL) at ambient temperature over a period of 30 seconds under an air atmosphere. The resulting suspension was stirred at 25° C. for 20 minutes. Methyl iodide (0.411 mL, 6.60 mmol) was then and the resulting suspension was stirred at 25° C. for 18 hours. The reaction mixture was diluted with water (15... The reactants are Br, O=C(O)c1ccc(C(O)c2ccc(C(=O)O)cc2)cc1, CC(=O)O. Yields the product O=C(O)c1ccc(C(Br)c2ccc(C(=O)O)cc2)cc1. Reaction SMILES: [BrH:21].[C:1](=[O:2])([OH:3])[c:4]1[cH:5][cH:6][c:7]([CH:10]([OH:11])[c:12]2[cH:13][cH:14][c:15]([C:18](=[O:19])[OH:20])[cH:16][cH:17]2)[cH:8][cH:9]1.[CH3:22][C:23](=[O:24])[OH:25]>>[C:1](=[O:2])([OH:3])[c:4]1[cH:5][cH:6][c:7]([CH:10]([c:12]2[cH:13][cH:14][c:15]([C:18](=[O:19])[OH:20])[cH:16][cH:17]2)[Br:21])[cH:8][cH:9]1.